The task is: describe an organic reaction: reactants, conditions, products, and yield. This data is from the Open Reaction Database (ORD), a public repository of structured organic reaction records. The reactants are ClC(Cl)Cl, CC(C)(C)NS(=O)(=O)c1ccccc1SCCF, O=C(O)C(F)(F)F. Yields the product NS(=O)(=O)c1ccccc1SCCF. RXN SMILES: [Cl:26][CH:27]([Cl:28])[Cl:29].[F:8][CH2:9][CH2:10][S:11][c:12]1[c:13]([S:18](=[O:19])(=[O:20])[NH:21][C:22]([CH3:23])([CH3:24])[CH3:25])[cH:14][cH:15][cH:16][cH:17]1.[OH:1][C:2]([C:3]([F:4])([F:5])[F:6])=[O:7]>>[F:8][CH2:9][CH2:10][S:11][c:12]1[c:13]([S:18](=[O:19])(=[O:20])[NH2:21])[cH:14][cH:15][cH:16][cH:17]1. Starting materials: BrC1=CC(=CC2=NON=C21)N2CCOCC2 (4-bromo-6-morpholinobenzo[c][1,2,5]oxadiazole), BrC1=CC(=CC2=NON=C21)N2CCOCC2 (4-bromo-6-morpholinobenzo[c][1,2,5]oxadiazole), Cl.N1=C(N=CC=C1)N[C@@H]1CC[C@@H](CC1)N ((cis)-N1-(pyrimidin-2-yl)cyclohexane-1,4-diamine hydrochloride), (rac)-BINAP, C([O-])([O-])=O.[Cs+].[Cs+] (cesium carbonate). Reagents/catalysts: C=1C=CC(=CC1)/C=C/C(=O)/C=C/C2=CC=CC=C2.C=1C=CC(=CC1)/C=C/C(=O)/C=C/C2=CC=CC=C2.C=1C=CC(=CC1)/C=C/C(=O)/C=C/C2=CC=CC=C2.[Pd].[Pd] (Pd2(dba)3). The solvent is C1(=CC=CC=C1)C (toluene). Run at temperature 90 celsius, time 8 hour. The product is O1CCN(CC1)C=1C=C(C=2C(=NON2)C1)N[C@@H]1CC[C@@H](CC1)NC1=NC=CC=N1 ((cis)-N1-(6-morpholinobenzo[c][1,2,5]oxadiazol-4-yl)-N4-(pyrimidin-2-yl)cyclohexane-1,4-diamine). RXN SMILES: Br[C:2]1[C:10]2[C:6](=[N:7][O:8][N:9]=2)[CH:5]=[C:4]([N:11]2[CH2:16][CH2:15][O:14][CH2:13][CH2:12]2)[CH:3]=1.Cl.[N:18]1[CH:23]=[CH:22][CH:21]=[N:20][C:19]=1[NH:24][C@H:25]1[CH2:30][CH2:29][C@@H:28]([NH2:31])[CH2:27][CH2:26]1.C(=O)([O-])[O-].[Cs+].[Cs+]>C1(C)C=CC=CC=1.C1C=CC(/C=C/C(/C=C/C2C=CC=CC=2)=O)=CC=1.C1C=CC(/C=C/C(/C=C/C2C=CC=CC=2)=O)=CC=1.C1C=CC(/C=C/C(/C=C/C2C=CC=CC=2)=O)=CC=1.[Pd].[Pd]>[O:14]1[CH2:15][CH2:16][N:11]([C:4]2[CH:3]=[C:2]([NH:31][C@H:28]3[CH2:27][CH2:26][C@@H:25]([NH:24][C:19]4[N:18]=[CH:23][CH:22]=[CH:21][N:20]=4)[CH2:30][CH2:29]3)[C:10]3[C:6]([CH:5]=2)=[N:7][O:8][N:9]=3)[CH2:12][CH2:13]1 |f:1.2,3.4.5,7.8.9.10.11|. Procedure details: As shown in step 5-iii of Scheme 5, a mixture of 4-bromo-6-morpholinobenzo[c][1,2,5]oxadiazole (compound 1012, 147 mg, 0.5 mmol), (cis)-N1-(pyrimidin-2-yl)cyclohexane-1,4-diamine hydrochloride (120 mg, 0.6 mmol), (rac)-BINAP (32 mg, 0.05 mmol), Pd2(dba)3 (24 mg, 0.026 mmol), and cesium carbonate (506 mg, 1.55 mmol) in toluene (5 mL) was flushed with nitrogen gas and stirred overnight at 90° C. under an atmosphere of nitrogen. The mixture was filtered though a layer of diatomaceous earth, concent... Reactants: C(C1=CC=CC=C1)OC(CN(C1CCCCC1)C(=O)OC(C)(C)C)=O (Boc-N-(cyclohexyl)glycine benzyl ester). Solvent: C(C)O (ethanol). Reaction conditions: time 24 hour. Product: C(=O)(OC(C)(C)C)N(CC(=O)O)C1CCCCC1 (Boc-N-(cyclohexyl)glycine). The yield is 86.4%. Reaction SMILES: C([O:8][C:9](=[O:25])[CH2:10][N:11]([C:18]([O:20][C:21]([CH3:24])([CH3:23])[CH3:22])=[O:19])[CH:12]1[CH2:17][CH2:16][CH2:15][CH2:14][CH2:13]1)C1C=CC=CC=1>C(O)C>[C:18]([N:11]([CH:12]1[CH2:17][CH2:16][CH2:15][CH2:14][CH2:13]1)[CH2:10][C:9]([OH:25])=[O:8])([O:20][C:21]([CH3:24])([CH3:23])[CH3:22])=[O:19]. Reported procedure: Boc-N-(cyclohexyl)glycine benzyl ester (14.0 g, 40 mmol) was dissolved in 240 mL anhydrous ethanol, flushed with dry nitrogen and combined carefully under inert atmosphere with 1.5 g of 10% palladium on carbon. Using a Parr apparatus the nitrogen atmosphere was replaced with hydrogen (43 P.S.I.) and the mixture was shaken over 24 hours at room temperature. The mixture was purged with nitrogen and the catalyst and solids were removed by filtration through a pad of celite. The filtrate was concent... Starting materials: CCOC=C(C#N)C(=O)OCC, Cc1ccccc1, Cc1cccnc1N. Product: CCOC(=O)C(C#N)=CNc1ncccc1C. Reaction SMILES: [CH2:9]([O:10][CH:12]=[C:13]([C:14](=[O:15])[O:16][CH2:17][CH3:18])[C:19]#[N:20])[CH3:11].[CH3:21][c:22]1[cH:23][cH:24][cH:25][cH:26][cH:27]1.[NH2:1][c:2]1[n:3][cH:4][cH:5][cH:6][c:7]1[CH3:8]>>[NH:1]([c:2]1[n:3][cH:4][cH:5][cH:6][c:7]1[CH3:8])[CH:12]=[C:13]([C:14](=[O:15])[O:16][CH2:17][CH3:18])[C:19]#[N:20]. Reactants: [Cl-].[Cl-].[Ca+2] (CaCl2), C([C@H]([C@@H](CS)O)O)S (DTT), [Na+].[Cl-] (NaCl), C(C(CO)(CO)N)O.Cl (Tris HCl), C(C)OC([C@@H](NC(C1=CC=CC=C1)=O)CCCNC(N)=N)=O (Benzoyl Arginine Ethyl Ester). Conditions: time 15 minute. Yields the product N[C@@H](CCCNC(=O)N)C(=O)O (Cit). As a reaction SMILES: [Cl-].[Cl-].[Ca+2].C(S)[C@@H](O)[C@H]([OH:9])CS.[Na+].[Cl-].C(O)C(N)(CO)CO.Cl.C([O:25][C:26](=[O:44])[C@H:27]([CH2:37][CH2:38][CH2:39][NH:40][C:41](=N)[NH2:42])[NH:28]C(=O)C1C=CC=CC=1)C>>[NH2:28][C@H:27]([C:26]([OH:25])=[O:44])[CH2:37][CH2:38][CH2:39][NH:40][C:41]([NH2:42])=[O:9] |f:0.1.2,4.5,6.7|. Procedure details: IC50 values were determined by pre-incubating various amounts of the potential inhibitor in Reaction Buffer (10 mM CaCl2, 2 mM DTT, 50 mM NaCl, 100 mM Tris HCl pH 7.6) and 0.2 μM PAD4 at 37° C. After 15 minutes, Benzoyl Arginine Ethyl Ester (BAEE; 1 mM final; 0.74×Km) was added and the reaction was allowed to proceed for 15 minutes (60 μL total volume). Reactions were quenched by flash freezing in liquid N2. The amount of Cit produced was then quantified according to methods known in the art. IC... Starting materials: CC1(CCC(C2=CC(=CC=C12)C1CCCCC1)=O)C(=O)O (l-methyl-4-oxo-6-cyclohexyl-1,2,3,4-tetrahydronaphthalene-1 -carboxylic acid), O.NN (hydrazine hydrate), [OH-].[K+] (potassium hydroxide), C(COCCOCCO)O (triethylene glycol). Run at temperature 195 celsius. Product: CC1(CCCC2=CC(=CC=C12)C1CCCCC1)C(=O)O (1-methyl-6-cyclohexyl-1,2,3,4-tetrahydronaphthalene-1carboxylic acid). As a reaction SMILES: [CH3:1][C:2]1([C:19]([OH:21])=[O:20])[C:11]2[C:6](=[CH:7][C:8]([CH:12]3[CH2:17][CH2:16][CH2:15][CH2:14][CH2:13]3)=[CH:9][CH:10]=2)[C:5](=O)[CH2:4][CH2:3]1.O.NN.[OH-].[K+].C(O)COCCOCCO>>[CH3:1][C:2]1([C:19]([OH:21])=[O:20])[C:11]2[C:6](=[CH:7][C:8]([CH:12]3[CH2:17][CH2:16][CH2:15][CH2:14][CH2:13]3)=[CH:9][CH:10]=2)[CH2:5][CH2:4][CH2:3]1 |f:1.2,3.4|. Procedure: A mixture of 12 g of l-methyl-4-oxo-6-cyclohexyl-1,2,3,4-tetrahydronaphthalene-1 -carboxylic acid, 10 g of hydrazine hydrate, 13.7 g of potassium hydroxide, and 85 ml of triethylene glycol is heated at 130°-140°C for 2 hours. After that, while distilling off a mixture of hydrazine and water, the temperature is raised up to 195°C, and the batch is stirred until the evolution of nitrogen ceases. The mixture is then diluted with 50 ml of water, acidified with concentrated hydrochloric acid, then ex...